This data is from the Open Reaction Database (ORD), a public repository of structured organic reaction records. The task is: describe an organic reaction: reactants, conditions, products, and yield Reactants: C(C)OC([C@H](CC1=CC=C(C=C1)OCC(=O)O)OC)=O ((2S)-3-(4-carboxymethoxy-phenyl)-2-methoxy-propionic acid ethyl ester), FC1=CC=C(C=C1)C(=O)C1CCNCC1 ((4-fluoro-phenyl)-piperidin-4-yl-methanone), C(C)O[C@H](C(=O)O)CC1=CC=C(C=C1)O[C@H](C)C(NCCC1=CC=C(C=C1)OC1=CC=CC=C1)=O ((2S,1R)-2-ethoxy-3-(4-{1-[2-(4-phenoxy-phenyl)-ethylcarbamoyl]-ethoxy}-phenyl)-propionic acid). Yields the product FC1=CC=C(C(=O)C2CCN(CC2)C(COC2=CC=C(C=C2)C[C@@H](C(=O)O)OC)=O)C=C1 ((2S)-3-(4-{2-[4-(4-fluoro-benzoyl)-piperidin-1-yl]-2-oxo-ethoxy}-phenyl)-2-methoxy-propionic acid). As a reaction SMILES: C([O:3][C:4](=[O:20])[C@@H:5]([O:18][CH3:19])[CH2:6][C:7]1[CH:12]=[CH:11][C:10]([O:13][CH2:14][C:15]([OH:17])=O)=[CH:9][CH:8]=1)C.[F:21][C:22]1[CH:27]=[CH:26][C:25]([C:28]([CH:30]2[CH2:35][CH2:34][NH:33][CH2:32][CH2:31]2)=[O:29])=[CH:24][CH:23]=1.C(O[C@@H](CC1C=CC(O[C@@H](C(=O)NCCC2C=CC(OC3C=CC=CC=3)=CC=2)C)=CC=1)C(O)=O)C>>[F:21][C:22]1[CH:23]=[CH:24][C:25]([C:28]([CH:30]2[CH2:35][CH2:34][N:33]([C:15](=[O:17])[CH2:14][O:13][C:10]3[CH:9]=[CH:8][C:7]([CH2:6][C@H:5]([O:18][CH3:19])[C:4]([OH:3])=[O:20])=[CH:12][CH:11]=3)[CH2:32][CH2:31]2)=[O:29])=[CH:26][CH:27]=1. Reported procedure: The title compound was prepared from (2S)-3-(4-carboxymethoxy-phenyl)-2-methoxy-propionic acid ethyl ester (PREPARATION 3, step 2) and (4-fluoro-phenyl)-piperidin-4-yl-methanone via the same procedure used for the preparation of (2S,1R)-2-ethoxy-3-(4-{1-[2-(4-phenoxy-phenyl)-ethylcarbamoyl]-ethoxy}-phenyl)-propionic acid (Example 1, step 3) to produce a colorless oil. MS (ES) for C24H26FNO6 [M+H]+: 444. Reactants: [N+](=O)([O-])C1=C(C=C(C(=C1)F)O)C (2-nitro-4-fluoro-5-hydroxy-toluene), C(=O)([O-])[O-].[K+].[K+] (K2CO3), C(C1=CC=CC=C1)Br (benzyl bromide). Solvent: CC(=O)C (acetone). Run at time 8 hour. The product is [N+](=O)([O-])C1=C(C=C(C(=C1)F)OCC1=CC=CC=C1)C (2-nitro-4-fluoro-5-benzyloxy-toluene). As a reaction SMILES: [N+:1]([C:4]1[CH:9]=[C:8]([F:10])[C:7]([OH:11])=[CH:6][C:5]=1[CH3:12])([O-:3])=[O:2].C([O-])([O-])=O.[K+].[K+].[CH2:19](Br)[C:20]1[CH:25]=[CH:24][CH:23]=[CH:22][CH:21]=1>CC(C)=O>[N+:1]([C:4]1[CH:9]=[C:8]([F:10])[C:7]([O:11][CH2:19][C:20]2[CH:25]=[CH:24][CH:23]=[CH:22][CH:21]=2)=[CH:6][C:5]=1[CH3:12])([O-:3])=[O:2] |f:1.2.3|. Reported procedure: To a solution of 85.6 g 2-nitro-4-fluoro-5-hydroxy-toluene (0.5 mol) in 1300 ml acetone are added at room temperature 138 g K2CO3 (1.0 mol). 72 ml benzyl bromide (0.6 mol) are then added dropwise over 1 hour and the resulting mixture is stirred overnight at 60°. The solvent is evaporated and the residue taken up in AcOEt. The precipitate is removed by filtration and the solution is washed with water. The organic layer is dried over sodium sulfate, the solvent evaporated and the residue crystalli... The reactants are N1CCCCC1 (piperidine), FC1=CC=C(C=C1)OP(OC1=CC=C(C=C1)F)[O-] (di(4-fluorophenyl)phosphite), Cl (HCl). Solvent: C(Cl)Cl (CH2Cl2), CCOCC (ether). The product is Cl.N1C(CCCC1)P(OC1=CC=C(C=C1)F)(=O)OC1=CC=C(C=C1)F (Di(4-fluorophenyl) Piperidine-2-phosphonate Hydrochloride). Isolated yield 54.0%. Reaction SMILES: [NH:1]1[CH2:6][CH2:5][CH2:4][CH2:3][CH2:2]1.[F:7][C:8]1[CH:13]=[CH:12][C:11]([O:14][P:15]([O-:24])[O:16][C:17]2[CH:22]=[CH:21][C:20]([F:23])=[CH:19][CH:18]=2)=[CH:10][CH:9]=1.[ClH:25]>C(Cl)Cl.CCOCC>[ClH:25].[NH:1]1[CH2:6][CH2:5][CH2:4][CH2:3][CH:2]1[P:15]([O:16][C:17]1[CH:22]=[CH:21][C:20]([F:23])=[CH:19][CH:18]=1)(=[O:24])[O:14][C:11]1[CH:10]=[CH:9][C:8]([F:7])=[CH:13][CH:12]=1 |f:5.6|. Procedure details: A mixture of piperidine trimer (4.5 g, 54 mmole) and di(4-fluorophenyl)phosphite (14.8 g, 55 mmole) was heated at 90°-100° C. for 3 h under nitrogen. The resulted oil was cooled and dissolved in a mixture of 50 mL CH2Cl2 and 50 mL ether. The solution was saturated with dry HCl, the oil was separated and solidified after several hours. The solid was filtered, washed with ether and dried. The hygroscopic material was stirred in 200 mL dry ether for several hours and the yellowish solid was filtere... Reactants: CN1CCN2c3c(cccc31)C1CNCCC12, ClCCCc1noc2ccccc12, N. Product: CN1CCN2c3c(cccc31)C1CN(CCCc3noc4ccccc34)CCC12, Cl. RXN SMILES: [CH3:14][N:15]1[CH2:16][CH2:17][N:18]2[c:19]3[c:20]([cH:21][cH:22][cH:23][c:24]31)[CH:25]1[CH:26]2[CH2:27][CH2:28][NH:29][CH2:30]1.[Cl:1][CH2:2][CH2:3][CH2:4][c:5]1[n:6][o:7][c:8]2[c:9]1[cH:10][cH:11][cH:12][cH:13]2.[NH3:31]>>[CH2:2]([CH2:3][CH2:4][c:5]1[n:6][o:7][c:8]2[c:9]1[cH:10][cH:11][cH:12][cH:13]2)[N:29]1[CH2:28][CH2:27][CH:26]2[N:18]3[CH2:17][CH2:16][N:15]([CH3:14])[c:24]4[c:19]3[c:20]([cH:21][cH:22][cH:23]4)[CH:25]2[CH2:30]1.[ClH:1]. Starting materials: [OH-].[NH4+] (ammonium hydroxide), ICl (iodine monochloride), Cl.Cl.NCC1=C(C=NC(=C1)C(C)(C)C)O (4-aminomethyl-6-(1,1-dimethylethyl)-3-pyridinol . dihydrochloride). Solvent: O (water), Cl (hydrochloric acid), O (water). Reaction conditions: time 18 hour. The product is IC1=NC(=CC(=C1O)CN)C(C)(C)C (2-iodo-4-aminomethyl-6-(1,1-dimethylethyl)-3-pyridinol). Isolated yield 78.4%. As a reaction SMILES: [I:1]Cl.Cl.Cl.[NH2:5][CH2:6][C:7]1[CH:12]=[C:11]([C:13]([CH3:16])([CH3:15])[CH3:14])[N:10]=[CH:9][C:8]=1[OH:17].[OH-].[NH4+]>Cl.O>[I:1][C:9]1[C:8]([OH:17])=[C:7]([CH2:6][NH2:5])[CH:12]=[C:11]([C:13]([CH3:14])([CH3:16])[CH3:15])[N:10]=1 |f:1.2.3,4.5|. Procedure details: A solution of iodine monochloride (2.68 g., 0.02 mole) in 4N hydrochloric acid (15 ml.) is added to a solution of 4-aminomethyl-6-(1,1-dimethylethyl)-3-pyridinol . dihydrochloride (5.06 g., 0.02 mole) in water (30 ml.). The resulting solution is kept at 20°-25° C. for 18 hours, diluted with water to a volume of 100 ml. and basicified with concentrated ammonium hydroxide (12 ml.) whereupon a solid is deposited. The solid is collected, washed with water and air-dried to give 2-iodo-4-aminomethyl-6... The reactants are FC(C(C(F)(F)F)(O)C1=CC(=C(C(=C1)C)O)OC)(F)F (4-(hexafluoro-2-hydroxy-2-propyl)-2-methoxy-6-methylphenol), BrCC(=O)OCC (ethyl bromoacetate), C([O-])([O-])=O.[K+].[K+] (potassium carbonate). Solvent: C(C)#N (acetonitrile). Reaction conditions: time 16 hour. Product: FC(C(C(F)(F)F)(O)C1=CC(=C(OCC(=O)O)C(=C1)C)OC)(F)F (2-[4-(hexafluoro-2-hydroxy-2-propyl)-2-methoxy-6-methylphenoxy]acetic acid). RXN SMILES: [F:1][C:2]([F:20])([F:19])[C:3]([C:9]1[CH:14]=[C:13]([CH3:15])[C:12]([OH:16])=[C:11]([O:17][CH3:18])[CH:10]=1)([OH:8])[C:4]([F:7])([F:6])[F:5].Br[CH2:22][C:23]([O:25]CC)=[O:24].C(=O)([O-])[O-].[K+].[K+]>C(#N)C>[F:1][C:2]([F:19])([F:20])[C:3]([C:9]1[CH:14]=[C:13]([CH3:15])[C:12]([O:16][CH2:22][C:23]([OH:25])=[O:24])=[C:11]([O:17][CH3:18])[CH:10]=1)([OH:8])[C:4]([F:6])([F:5])[F:7] |f:2.3.4|. Procedure: To the above phenol (6.0 g=20 mmol) in 100 ml acetonitrile add ethyl bromoacetate (3.0 g=24 mmol) and potassium carbonate (5.4 g=39 mmol). Stir 16 hours, filter, concentrate, and partition between ether and 1.0 N HCl. Dry and concentrate the ether. Partition between 1:1 ether-hexane and 1.0 N NaOH. Acidify the aqueous layer with concentrated HCl and extract with ether. Dry and concentrate. Recrystallize from ether-hexane and dry at 0.1 mm pressure to obtain 2-[4-(hexafluoro-2-hydroxy-2-propyl)-2... Reactants: BrC1=CC2=C(C(C3=C1C=CC=C3)(O)CCCN(C)C)C=CC=C2 (10-Bromo-5-(3-dimethylaminopropyl)-5-hydroxy-5H-dibenzo[a,d]cycloheptene), FC(C(=O)O)(F)F (trifluoroacetic acid), FC(C(=O)OC(C(F)(F)F)=O)(F)F (Trifluoroacetic anhydride). Conditions: time 2 hour. Yields the product BrC1=CC2=C(C(C3=C1C=CC=C3)=CCCN(C)C)C=CC=C2 (10-bromo-5-(3-dimethylaminopropylidene)-5H-dibenzo[a,d]cycloheptene). RXN SMILES: [Br:1][C:2]1[C:8]2[CH:9]=[CH:10][CH:11]=[CH:12][C:7]=2[C:6]([CH2:14][CH2:15][CH2:16][N:17]([CH3:19])[CH3:18])(O)[C:5]2[CH:20]=[CH:21][CH:22]=[CH:23][C:4]=2[CH:3]=1.FC(F)(F)C(O)=O.FC(F)(F)C(OC(=O)C(F)(F)F)=O>>[Br:1][C:2]1[C:8]2[CH:9]=[CH:10][CH:11]=[CH:12][C:7]=2[C:6](=[CH:14][CH2:15][CH2:16][N:17]([CH3:18])[CH3:19])[C:5]2[CH:20]=[CH:21][CH:22]=[CH:23][C:4]=2[CH:3]=1. Reported procedure: 10-Bromo-5-(3-dimethylaminopropyl)-5-hydroxy-5H-dibenzo[a,d]cycloheptene (14.75 g., 0.0396 mole) is dissolved in 100 ml. of trifluoroacetic acid. Trifluoroacetic anhydride, 50 ml., is added and the solution heated to refluxing with stirring for 11/2 hours. The excess trifluoroacetic anhydride and the trifluoroacetic acid are distilled, the residue suspended in water and the mixture rendered alkaline with sodium hydroxide solution. The base is extracted into ether. After washing the extract with ... Starting materials: O1C(CCCC1)ONC(=O)[C@@H](C\C=C\C1=CC=CC=C1)[C@H](C(=O)NN(CCN1C(C=2C(C1=O)=CC=CC2)=O)S(=O)(=O)C)CC(C)C ((E)-2(R)-[1(S)-[(tetrahydro-2(RS)-pyranyloxy)carbamoyl]-4-phenyl-3-butenyl]-2′-(methanesulphonyl)-4-methyl-2′-(2-phthalimidoethyl)valerohydrazide), O.NN (hydrazine hydrate). Run in CO (methanol). Reaction conditions: time 8 hour. The product is NCCN(NC([C@H](CC(C)C)[C@H](C\C=C\C1=CC=CC=C1)C(NOC1OCCCC1)=O)=O)S(=O)(=O)C ((E)-2′-(2-aminoethyl)-2(R)-[1(S)-[(tetrahydro-2(RS)-pyranyloxy)carbamoyl)-4-phenyl-3-butenyl]-2′-(methanesulphonyl)-4-methylvalerohydrazide). Yield: 31.0%. RXN SMILES: [O:1]1[CH2:6][CH2:5][CH2:4][CH2:3][CH:2]1[O:7][NH:8][C:9]([C@H:11]([C@@H:21]([CH2:43][CH:44]([CH3:46])[CH3:45])[C:22]([NH:24][N:25]([S:39]([CH3:42])(=[O:41])=[O:40])[CH2:26][CH2:27][N:28]1C(=O)C2=CC=CC=C2C1=O)=[O:23])[CH2:12]/[CH:13]=[CH:14]/[C:15]1[CH:20]=[CH:19][CH:18]=[CH:17][CH:16]=1)=[O:10].O.NN>CO>[NH2:28][CH2:27][CH2:26][N:25]([S:39]([CH3:42])(=[O:41])=[O:40])[NH:24][C:22](=[O:23])[C@@H:21]([C@@H:11]([C:9](=[O:10])[NH:8][O:7][CH:2]1[CH2:3][CH2:4][CH2:5][CH2:6][O:1]1)[CH2:12]/[CH:13]=[CH:14]/[C:15]1[CH:20]=[CH:19][CH:18]=[CH:17][CH:16]=1)[CH2:43][CH:44]([CH3:46])[CH3:45] |f:1.2|. Reported procedure: A suspension of 0.926 g of (E)-2(R)-[1(S)-[(tetrahydro-2(RS)-pyranyloxy)carbamoyl]-4-phenyl-3-butenyl]-2′-(methanesulphonyl)-4-methyl-2′-(2-phthalimidoethyl)valerohydrazide in 10 ml of methanol was treated with 0.25 ml of hydrazine hydrate. The mixture was stirred at room temperature overnight. The suspended white solid was filtered off, the filtrate was concentrated and the residue was purified by chromatography on silica gel using 5% methanol in dichloromethane for the elution. There was obtai... Starting materials: NC1=C(C(=O)O)C=CC(=C1)F (2-amino-4-fluorobenzoic acid), C(=O)N (formamide), C(Cl)Cl.C(C)(=O)OCC (methylene chloride ethyl acetate). Yields the product FC1=CC=C2C(NC=NC2=C1)=O (7-fluoro-3,4-dihydroquinazolin-4-one). The yield is 82.0%. As a reaction SMILES: [NH2:1][C:2]1[CH:10]=[C:9]([F:11])[CH:8]=[CH:7][C:3]=1[C:4](O)=[O:5].C(Cl)Cl.C(OCC)(=O)C.[CH:21]([NH2:23])=O>>[F:11][C:9]1[CH:10]=[C:2]2[C:3]([C:4](=[O:5])[NH:23][CH:21]=[N:1]2)=[CH:7][CH:8]=1 |f:1.2|. Procedure: A solution of 2-amino-4-fluorobenzoic acid (3 g, 19.3 mmol) in formamide (30 ml) was heated at 150° C. for 6 hours. The reaction mixture was poured onto icetwater 1/1 (250 ml). The precipitated solid was collected by filtration, washed with water and dried to give 7-fluoro-3,4-dihydroquinazolin-4-one (2.6 g, 82%).